This data is from the Open Reaction Database (ORD), a public repository of structured organic reaction records. The task is: describe an organic reaction: reactants, conditions, products, and yield Procedure: Using the method of Example 133, 1,2-dimethyl-1H-imidazo[4,5-c]quinolin-5-oxide (from Example 91) was reacted with acetic anhydride to provide 1,2-dimethyl-4-hydroxy-1H-imidazo[4,5-c]quinoline, m.p. >300° C. Analysis: Calculated for C12H11N3O: %C, 67.7; H, 5.2; %N, 19.7; Found: %C, 67.1; %H, 5.1; %N, 19.5. Reactants: CN1C(=NC=2C=[N+](C=3C=CC=CC3C21)[O-])C (1,2-dimethyl-1H-imidazo[4,5-c]quinolin-5-oxide), C(C)(=O)OC(C)=O (acetic anhydride). Yields the product CN1C(=NC=2C(=NC=3C=CC=CC3C21)O)C (1,2-dimethyl-4-hydroxy-1H-imidazo[4,5-c]quinoline). As a reaction SMILES: [CH3:1][N:2]1[C:14]2[C:13]3[CH:12]=[CH:11][CH:10]=[CH:9][C:8]=3[N+:7]([O-])=[CH:6][C:5]=2[N:4]=[C:3]1[CH3:16].C(OC(=O)C)(=[O:19])C>>[CH3:1][N:2]1[C:14]2[C:13]3[CH:12]=[CH:11][CH:10]=[CH:9][C:8]=3[N:7]=[C:6]([OH:19])[C:5]=2[N:4]=[C:3]1[CH3:16]. The reactants are O[C@H](CC(=O)O)C1=CC=CC=C1 ((R)-3-hydroxy-3-phenylpropionic acid), COC=1C=C(C=CC1OC)N1CCNCC1 (3,4-dimethoxy phenyl piperazine), O1CCCC1 (tetrahydrofuran), product, C(CC1=CC=CC=C1)N (phenethylamine), O1CCCC1 (tetrahydrofuran), C(CCl)Cl (EDC), C=1C=CC2=C(C1)N=NN2O (HOBt), 1,1′-carbodiimidazole. The solvent is solvent, O (water). Conditions: temperature 25 celsius, time 5 hour. The product is COC=1C=C(C=CC1OC)N1CCN(CC1)C(C[C@H](C1=CC=CC=C1)OC(NCCC1=CC=CC=C1)=O)=O (Phenethyl-carbamic acid-(R)-3-[4-(3,4-dimethoxy-phenyl)-piperazin-1-yl]-3-oxo-1-phenyl-propyl ester). Reaction SMILES: [OH:1][C@@H:2]([C:7]1[CH:12]=[CH:11][CH:10]=[CH:9][CH:8]=1)[CH2:3][C:4]([OH:6])=O.[CH3:13][O:14][C:15]1[CH:16]=[C:17]([N:23]2[CH2:28][CH2:27][NH:26][CH2:25][CH2:24]2)[CH:18]=[CH:19][C:20]=1[O:21][CH3:22].C(Cl)CCl.C1C=CC2N(O)N=NC=2C=1.[CH2:43]([NH2:51])[CH2:44][C:45]1[CH:50]=[CH:49][CH:48]=[CH:47][CH:46]=1.[O:52]1CCC[CH2:53]1>O>[CH3:13][O:14][C:15]1[CH:16]=[C:17]([N:23]2[CH2:24][CH2:25][N:26]([C:4](=[O:6])[CH2:3][C@@H:2]([O:1][C:53](=[O:52])[NH:51][CH2:43][CH2:44][C:45]3[CH:50]=[CH:49][CH:48]=[CH:47][CH:46]=3)[C:7]3[CH:12]=[CH:11][CH:10]=[CH:9][CH:8]=3)[CH2:27][CH2:28]2)[CH:18]=[CH:19][C:20]=1[O:21][CH3:22]. Procedure details: (R)-3-hydroxy-3-phenylpropionic acid (1.0 g, 6.0 mmole) and 3,4-dimethoxy phenyl piperazine (1.18 g, 6.0 mmole) were dissolved in 50 mL of a solvent ‘tetrahydrofuran at a room temperature, and EDC (1.24 g, 6.0 mmole) and HOBt (0.81 g, 6 mmole) were added dropwise to the mixture. Then, the resulting mixture was stirred at 25° C. for 5 hours. The mixture was distilled under a reduced pressure to remove excessive solvents, and the solvent-free mixture was neutralized with 1 normal aqueous sodium ch... Reactants: COC(=O)Cl, Oc1ccc(F)cc1F, [Na+], [OH-], O. The product is COC(=O)Oc1ccc(F)cc1F. As a reaction SMILES: [Cl:1][C:2](=[O:3])[O:4][CH3:5].[F:6][c:7]1[c:8]([OH:14])[cH:9][cH:10][c:11]([F:13])[cH:12]1.[Na+:16].[OH-:15].[OH2:17]>>[C:2](=[O:3])([O:4][CH3:5])[O:14][c:8]1[c:7]([F:6])[cH:12][c:11]([F:13])[cH:10][cH:9]1. Reaction SMILES: [CH3:1][O:2][C:3]1[CH:8]=[CH:7][C:6]([N:9]2[CH2:14][CH2:13][N:12]([C:15](=[O:21])[N:16]([CH2:19][CH3:20])[CH2:17][CH3:18])[CH2:11][CH2:10]2)=[CH:5][CH:4]=1.[ClH:22]>C(Cl)(Cl)Cl>[ClH:22].[CH3:1][O:2][C:3]1[CH:4]=[CH:5][C:6]([N:9]2[CH2:10][CH2:11][N:12]([C:15](=[O:21])[N:16]([CH2:19][CH3:20])[CH2:17][CH3:18])[CH2:13][CH2:14]2)=[CH:7][CH:8]=1 |f:3.4|. Run at temperature 40 celsius, time 3 hour. The product is Cl.COC1=CC=C(C=C1)N1CCN(CC1)C(N(CC)CC)=O (1-(4-methoxyphenyl)-4-diethylcarbamoylpiperazine hydrochloride). The solvent is C(Cl)(Cl)Cl (chloroform). Reactants: COC1=CC=C(C=C1)N1CCN(CC1)C(N(CC)CC)=O (1-(4-methoxyphenyl)-4-diethylcarbamoylpiperazine), Cl (hydrogen chloride). The yield is 52.1%. Reported procedure: In 50 ml of chloroform was dissolved 2.9 g (0.01 mole) of 1-(4-methoxyphenyl)-4-diethylcarbamoylpiperazine, and the solution was saturated with gaseous hydrogen chloride and stirred at 40° C. for 3 hours. The solvent was removed by distillation under reduced pressure. The residue was mixed with 30 ml of a mixed solvent of ethyl acetate and methanol. The insoluble substance was removed, and the precipitated crystal was recovered by filtration to obtain 1.7 g of 1-(4-methoxyphenyl)-4-diethylcarbam... Reactants: O=C1CCC(=O)N1Br, Br, ClC(Cl)(Cl)Cl, COC(=O)Cc1ccc(Oc2ccc(Cl)cc2)cc1. Yields the product COC(=O)C(Br)c1ccc(Oc2ccc(Cl)cc2)cc1. As a reaction SMILES: [Br:20][N:21]1[C:22](=[O:23])[CH2:24][CH2:25][C:26]1=[O:27].[BrH:28].[C:29]([Cl:30])([Cl:31])([Cl:32])[Cl:33].[Cl:1][c:2]1[cH:3][cH:4][c:5]([O:6][c:7]2[cH:8][cH:9][c:10]([CH2:13][C:14](=[O:15])[O:16][CH3:17])[cH:11][cH:12]2)[cH:18][cH:19]1>>[Cl:1][c:2]1[cH:3][cH:4][c:5]([O:6][c:7]2[cH:8][cH:9][c:10]([CH:13]([C:14](=[O:15])[O:16][CH3:17])[Br:20])[cH:11][cH:12]2)[cH:18][cH:19]1.